From a dataset of the Open Reaction Database (ORD), a public repository of structured organic reaction records. describe an organic reaction: reactants, conditions, products, and yield The reactants are CC1(OB(OC1(C)C)C1=CC=2CCC3=CC(=CC=C3C2C=C1)B1OC(C(O1)(C)C)(C)C)C (4,4,5,5-tetramethyl-2-[7-(4,4,5,5-tetramethyl-[1,3,2]dioxaborolan-2-yl)-9,10-dihydro-phenanthren-2-yl]-[1,3,2]dioxaborolane), BrC1=CC=2C(C3=CC(=CC=C3C2C=C1)Br)=O (2,7-dibromo-9-fluorenone). The product is CC1(OB(OC1(C)C)C1=CC=2C(C3=CC(=CC=C3C2C=C1)B1OC(C(O1)(C)C)(C)C)=O)C (2,7-Bis-(4,4,5,5-tetramethyl-[1,3,2]dioxaborolan-2-yl)-fluoren-9-one). Reaction SMILES: [CH3:1][C:2]1([CH3:32])[C:6]([CH3:8])([CH3:7])[O:5][B:4]([C:9]2[CH:22]=[CH:21][C:20]3[C:19]4[C:14](=[CH:15][C:16]([B:23]5[O:27][C:26]([CH3:29])([CH3:28])[C:25]([CH3:31])([CH3:30])[O:24]5)=[CH:17][CH:18]=4)[CH2:13]C[C:11]=3[CH:10]=2)[O:3]1.BrC1C=CC2C3C(=CC(Br)=CC=3)C(=[O:48])C=2C=1>>[CH3:29][C:26]1([CH3:28])[C:25]([CH3:31])([CH3:30])[O:24][B:23]([C:16]2[CH:17]=[CH:18][C:19]3[C:20]4[C:21](=[CH:22][C:9]([B:4]5[O:5][C:6]([CH3:8])([CH3:7])[C:2]([CH3:1])([CH3:32])[O:3]5)=[CH:10][CH:11]=4)[C:13](=[O:48])[C:14]=3[CH:15]=2)[O:27]1. Procedure: Followed the procedure used to prepare 4,4,5,5-tetramethyl-2-[7-(4,4,5,5-tetramethyl-[1,3,2]dioxaborolan-2-yl)-9,10-dihydro-phenanthren-2-yl]-[1,3,2]dioxaborolane, except that 2,7-dibromo-9-fluorenone was used instead of 2,7-dibromo-9,10-dihydro-phenanthrene. Starting materials: C(CCC)NC(OC1CCN(CC1)CC1=CC=CC=C1)=O (1-(Phenylmethyl)piperidin-4-yl butylcarbamate). The reagents and catalysts are [Pd] (palladium). Solvent: C(C)O (ethanol). Product: C(CCC)NC(OC1CCNCC1)=O (Piperidin-4-yl butylcarbamate). As a reaction SMILES: [CH2:1]([NH:5][C:6](=[O:21])[O:7][CH:8]1[CH2:13][CH2:12][N:11](CC2C=CC=CC=2)[CH2:10][CH2:9]1)[CH2:2][CH2:3][CH3:4]>C(O)C.[Pd]>[CH2:1]([NH:5][C:6](=[O:21])[O:7][CH:8]1[CH2:13][CH2:12][NH:11][CH2:10][CH2:9]1)[CH2:2][CH2:3][CH3:4]. Procedure: 1-(Phenylmethyl)piperidin-4-yl butylcarbamate (Preparation 109, 13.0 g) in ethanol (100 ml) containing palladium (5% on carbon) was hydrogenated at 60 psi to give the title compound as a green oil that solidified upon standing.